This data is from the Open Reaction Database (ORD), a public repository of structured organic reaction records. The task is: describe an organic reaction: reactants, conditions, products, and yield Starting materials: CCN(C)C(N)=O, C1COCCO1, O=C=Nc1ccccc1. The product is CCN(C)C(=O)NC(=O)Nc1ccccc1. As a reaction SMILES: [CH2:1]([CH3:2])[N:3]([C:4](=[O:5])[NH2:6])[CH3:7].[O:17]1[CH2:18][CH2:19][O:20][CH2:21][CH2:22]1.[c:8]1([N:14]=[C:15]=[O:16])[cH:9][cH:10][cH:11][cH:12][cH:13]1>>[CH2:1]([CH3:2])[N:3]([C:4](=[O:5])[NH:6][C:15]([NH:14][c:8]1[cH:9][cH:10][cH:11][cH:12][cH:13]1)=[O:16])[CH3:7]. Reactants: [Na] (sodium), S1C(=CC=C1)C#N (2-thiophenecarbonitrile), C(C)#N (acetonitrile), ferric chloride, [Na] (sodium), N (ammonia). Solvent: C(C)OCC (diethyl ether), O1CCCC1 (tetrahydrofuran). Run at time 30 minute. Product: NC(=CC#N)C=1SC=CC1 (β-amino-2-thiopheneacrylonitrile). RXN SMILES: [Na].[C:2](#[N:4])[CH3:3].[S:5]1[CH:9]=[CH:8][CH:7]=[C:6]1[C:10]#[N:11].N>O1CCCC1.C(OCC)C>[NH2:11][C:10]([C:6]1[S:5][CH:9]=[CH:8][CH:7]=1)=[CH:3][C:2]#[N:4] |^1:0|. Reported procedure: A reaction flask is dried by flaming with a stream of nitrogen passing through it. About 100 ml. of ammonia is condensed in the reaction flask and a small piece of sodium is added, giving a blue color. The color is discharged with ferric chloride and 2.7 g. of sodium is added. When the blue color disappears, 4.91 ml. of acetonitrile in 10 ml. of diethyl ether is added. The reaction is cooled in a dry ice-acetone bath and 9.28 g. of 2-thiophenecarbonitrile in 25 ml. of tetrahydrofuran is added dr...